The task is: describe an organic reaction: reactants, conditions, products, and yield. This data is from the Open Reaction Database (ORD), a public repository of structured organic reaction records. Run in C(C)#N (acetonitrile). Product: ClC1=C(C(=CC=C1C)Cl)NS(=O)(=O)C1=NN2C(N=C(C=C2Cl)C)=N1 (N-(2,6-dichloro-3-methylphenyl)-7-chloro-5-methyl-1,2,4-triazolo-[1,5-a]pyrimidine-2-sulfonamide). The reactants are P(=O)(Cl)(Cl)Cl (phosphoryl chloride), ClC1=C(C(=CC=C1C)Cl)NS(=O)(=O)C1=NN2C(N=C(C=C2O)C)=N1 (N-(2,6-dichloro-3-methylphenyl)-7-hydroxy-5-methyl-1,2,4-triazolo[1,5-a]pyrimidine-2-sulfonamide). Reaction conditions: time 24 hour. RXN SMILES: P(Cl)(Cl)([Cl:3])=O.[Cl:6][C:7]1[C:12]([CH3:13])=[CH:11][CH:10]=[C:9]([Cl:14])[C:8]=1[NH:15][S:16]([C:19]1[N:29]=[C:22]2[N:23]=[C:24]([CH3:28])[CH:25]=[C:26](O)[N:21]2[N:20]=1)(=[O:18])=[O:17]>C(#N)C>[Cl:6][C:7]1[C:12]([CH3:13])=[CH:11][CH:10]=[C:9]([Cl:14])[C:8]=1[NH:15][S:16]([C:19]1[N:29]=[C:22]2[N:23]=[C:24]([CH3:28])[CH:25]=[C:26]([Cl:3])[N:21]2[N:20]=1)(=[O:18])=[O:17]. Procedure: A solution of 100 ml of phosphoryl chloride in 400 ml of dry acetonitrile was added to 12.0 g (30.9 mmol) of N-(2,6-dichloro-3-methylphenyl)-7-hydroxy-5-methyl-1,2,4-triazolo[1,5-a]pyrimidine-2-sulfonamide and heated to reflux with stirring. After about 24 hours, the mixture became a solution which appeared to contain little or no starting material by thin layer chromatography. The volatiles were largely removed by evaporation under reduced pressure and the residue poured onto about one liter of... Reactants: CSC=1C2=C(N=CN1)N=CC=C2 (4-methylthiopyrido[2,3-d]pyrimidine), BrC=1C=C(N)C=CC1 (3-bromoaniline). Run at temperature 100 celsius. Product: BrC=1C=C(NC=2C3=C(N=CN2)N=CC=C3)C=CC1 (4-(3-bromoanilino)pyrido[2,3-d]pyrimidine). As a reaction SMILES: CS[C:3]1[C:4]2[CH:12]=[CH:11][CH:10]=[N:9][C:5]=2[N:6]=[CH:7][N:8]=1.[Br:13][C:14]1[CH:15]=[C:16]([CH:18]=[CH:19][CH:20]=1)[NH2:17]>>[Br:13][C:14]1[CH:15]=[C:16]([CH:18]=[CH:19][CH:20]=1)[NH:17][C:3]1[C:4]2[CH:12]=[CH:11][CH:10]=[N:9][C:5]=2[N:6]=[CH:7][N:8]=1. Procedure details: A mixture of 4-methylthiopyrido[2,3-d]pyrimidine (157 mg, 0.89 mmol, and 3-bromoaniline (1 mL) is heated to 100° C. for 2 h. On cooling a precipitate forms which is filtered then washed with EtOH and air dried to yield 4-(3-bromoanilino)pyrido[2,3-d]pyrimidine (55.5 mg, 20%. 1H NMR (DMSO) δ 10.13 (1H, s), 9.11 (1H, dd, J=1.7, 4.3 Hz), 9.01 (1H, dd, J=1.7, 8.2 Hz), 8.81 (1H, s), 8.22 (1H, s), 7.90 (1H, d, J=7.7 Hz), 7.71 (1H, dd, J=4.3, 8.0 Hz), 7.40 (2H, m).